From a dataset of the Open Reaction Database (ORD), a public repository of structured organic reaction records. describe an organic reaction: reactants, conditions, products, and yield The reactants are CNC(C(=O)NC(C(=O)N(C)C(C=C(C)C(=O)O)C(C)C)C(C)(C)C)C(C)(C)c1ccccc1, CNOC, Cl, [Na+], C1CCOC1, [OH-], O. Product: CNC(C(=O)NC(C(=O)N(C)C(C=C(C)C(=O)N(C)OC)C(C)C)C(C)(C)C)C(C)(C)c1ccccc1. RXN SMILES: [CH3:1][NH:2][CH:3]([C:4]([c:5]1[cH:6][cH:7][cH:8][cH:9][cH:10]1)([CH3:11])[CH3:12])[C:13](=[O:14])[NH:15][CH:16]([C:17]([CH3:18])([CH3:19])[CH3:20])[C:21](=[O:22])[N:23]([CH3:24])[CH:25]([CH:26]=[C:27]([CH3:28])[C:29](=[O:30])[OH:31])[CH:32]([CH3:33])[CH3:34].[CH3:36][NH:37][O:38][CH3:39].[ClH:35].[Na+:41].[O:42]1[CH2:43][CH2:44][CH2:45][CH2:46]1.[OH-:40].[OH2:47]>>[CH3:1][NH:2][CH:3]([C:4]([c:5]1[cH:6][cH:7][cH:8][cH:9][cH:10]1)([CH3:11])[CH3:12])[C:13](=[O:14])[NH:15][CH:16]([C:17]([CH3:18])([CH3:19])[CH3:20])[C:21](=[O:22])[N:23]([CH3:24])[CH:25]([CH:26]=[C:27]([CH3:28])[C:29](=[O:31])[N:37]([CH3:36])[O:38][CH3:39])[CH:32]([CH3:33])[CH3:34]. Starting materials: FC1=CC=C(N)C=C1 (4-fluoroaniline), C(C)(C)N(CC)C(C)C (diisopropylethylamine), ClCC(=O)Cl (chloroacetyl chloride), C1(=CC=CC=C1)C1(OC(N2C1CNCC2)=O)C2=CC=CC=C2 (Hexahydro-1,1-diphenyl-3H-oxazolo[3,4-a]pyrazin-3-one). Run in O1CCCC1 (tetrahydrofuran), O (water). Reaction conditions: time 3 hour. The product is FC1=CC=C(C=C1)NCC(=O)N1CC2N(CC1)C(OC2(C2=CC=CC=C2)C2=CC=CC=C2)=O (7-[[(4-Fluorophenyl)amino]acetyl]-hexahydro-1,1-diphenyl-3H-oxazolo[3,4-a]pyrazin-3-one). Yield: 14.9%. Reaction SMILES: [C:1]1([C:7]2([C:17]3[CH:22]=[CH:21][CH:20]=[CH:19][CH:18]=3)[CH:11]3[CH2:12][NH:13][CH2:14][CH2:15][N:10]3[C:9](=[O:16])[O:8]2)[CH:6]=[CH:5][CH:4]=[CH:3][CH:2]=1.C(N(C(C)C)CC)(C)C.Cl[CH2:33][C:34](Cl)=[O:35].[F:37][C:38]1[CH:44]=[CH:43][C:41]([NH2:42])=[CH:40][CH:39]=1>O1CCCC1.O>[F:37][C:38]1[CH:44]=[CH:43][C:41]([NH:42][CH2:33][C:34]([N:13]2[CH2:14][CH2:15][N:10]3[C:9](=[O:16])[O:8][C:7]([C:1]4[CH:6]=[CH:5][CH:4]=[CH:3][CH:2]=4)([C:17]4[CH:18]=[CH:19][CH:20]=[CH:21][CH:22]=4)[CH:11]3[CH2:12]2)=[O:35])=[CH:40][CH:39]=1. Reported procedure: Hexahydro-1,1-diphenyl-3H-oxazolo[3,4-a]pyrazin-3-one (0.20 g, 0.68 mmol) was dissolved in tetrahydrofuran (3 mL). With ice cooling, diisopropylethylamine (1 mL) and chloroacetyl chloride (70 μL, 0.82 mmol) were added thereto, and the mixture was stirred at room temperature for 3 hours. Next, 4-fluoroaniline (0.13 mL, 1.4 mmol) was added thereto, and the mixture was stirred at 50° C. for 16 hours. To the reaction solution was added water, and the mixture was extracted with ethyl acetate. The org... Starting materials: C(C)(C)(C)OC(=O)NC(CCOC1=CC=C(C=C1)C(C(=O)NC1C(N(C1)C(C1=CC=C(C=C1)OCC1=CC=CC=C1)C(=O)O)=O)=NO)C(=O)O (3-[2-{4-(3-tert-Butoxycarbonylamino-3-carboxypropoxy)phenyl}-2-hydroxyiminoacetamido]-1-(α-carboxy-4-benzyloxybenzyl)-2-azetidinone), FC(C(=O)O)(F)F (2,2,2-trifluoroacetic acid), C(C)OCC (diethyl ether). The solvent is C1=CC=CC=C1 (benzene). Product: NC(CCOC1=CC=C(C=C1)C(C(=O)NC1C(N(C1)C(C1=CC=C(C=C1)OCC1=CC=CC=C1)C(=O)O)=O)=NO)C(=O)O (3-[2-{4-(3-amino-3-carboxypropoxy)phenyl}-2-hydroxyiminoacetamido]-1-(α-carboxy-4-benzyloxybenzyl)-2-azetidinone). Isolated yield 87.7%. As a reaction SMILES: C(OC([NH:8][CH:9]([C:48]([OH:50])=[O:49])[CH2:10][CH2:11][O:12][C:13]1[CH:18]=[CH:17][C:16]([C:19](=[N:46][OH:47])[C:20]([NH:22][CH:23]2[CH2:26][N:25]([CH:27]([C:42]([OH:44])=[O:43])[C:28]3[CH:33]=[CH:32][C:31]([O:34][CH2:35][C:36]4[CH:41]=[CH:40][CH:39]=[CH:38][CH:37]=4)=[CH:30][CH:29]=3)[C:24]2=[O:45])=[O:21])=[CH:15][CH:14]=1)=O)(C)(C)C.FC(F)(F)C(O)=O.C(OCC)C>C1C=CC=CC=1>[NH2:8][CH:9]([C:48]([OH:50])=[O:49])[CH2:10][CH2:11][O:12][C:13]1[CH:14]=[CH:15][C:16]([C:19](=[N:46][OH:47])[C:20]([NH:22][CH:23]2[CH2:26][N:25]([CH:27]([C:42]([OH:44])=[O:43])[C:28]3[CH:33]=[CH:32][C:31]([O:34][CH2:35][C:36]4[CH:41]=[CH:40][CH:39]=[CH:38][CH:37]=4)=[CH:30][CH:29]=3)[C:24]2=[O:45])=[O:21])=[CH:17][CH:18]=1. Procedure: 3-[2-{4-(3-tert-Butoxycarbonylamino-3-carboxypropoxy)phenyl}-2-hydroxyiminoacetamido]-1-(α-carboxy-4-benzyloxybenzyl)-2-azetidinone (240 mg) was suspended in benzene (2 ml), and to the suspension, there was added 2,2,2-trifluoroacetic acid (0.5 ml) at 7° C. with stirring. The mixture was stirred at the same temperature for 2 hours, and diethyl ether (about 25 ml) was added to the reaction mixture, and then the precipitating crystals were collected by filtration. The crystals were suspended in et... The reactants are [H][H] (hydrogen), 27, FC1=CC=C(C=C1)C(=O)C1CCN(CC1)CCCNC1=C(C=CC=C1)[N+](=O)[O-] ((4-fluorophenyl) [1-{3-[(2-nitrophenyl)amino]propyl}-4-piperidinyl]methanone). Reagents/catalysts: [Ni] (Raney-nickel). The solvent is CO (methanol). Yields the product 25, NC1=C(C=CC=C1)NCCCN1CCC(CC1)C(=O)C1=CC=C(C=C1)F ([1-{3-[(2-aminophenyl)amino]-propyl}-4-piperidinyl] (4-fluorophenyl)methanone). Yield: 100.0%. As a reaction SMILES: [F:1][C:2]1[CH:7]=[CH:6][C:5]([C:8]([CH:10]2[CH2:15][CH2:14][N:13]([CH2:16][CH2:17][CH2:18][NH:19][C:20]3[CH:25]=[CH:24][CH:23]=[CH:22][C:21]=3[N+:26]([O-])=O)[CH2:12][CH2:11]2)=[O:9])=[CH:4][CH:3]=1.[H][H]>[Ni].CO>[NH2:26][C:21]1[CH:22]=[CH:23][CH:24]=[CH:25][C:20]=1[NH:19][CH2:18][CH2:17][CH2:16][N:13]1[CH2:12][CH2:11][CH:10]([C:8]([C:5]2[CH:4]=[CH:3][C:2]([F:1])=[CH:7][CH:6]=2)=[O:9])[CH2:15][CH2:14]1. Procedure details: A mixture of 27 parts of (4-fluorophenyl) [1-{3-[(2-nitrophenyl)amino]propyl}-4-piperidinyl]methanone in 400 parts of methanol is hydrogenated at normal pressure and at room temperature with 5 parts of Raney-nickel catalyst. After the calculated amount of hydrogen is taken up, the catalyst is filtered off over hyflo and the filtrate is evaporated, yielding 25 parts (100%) of [1-{3-[(2-aminophenyl)amino]-propyl}-4-piperidinyl] (4-fluorophenyl)methanone as a residue. Reactants: Cl (HCl), C(C)OC(CC1C2=C(B(O1)O)C=C(C=C2C)O)=O ((1,6-dihydroxy-4-methyl-1,3-dihydro-benzo[c][1,2]oxaborol-3-yl)-acetic acid ethyl ester), C(=O)([O-])[O-].[Cs+].[Cs+] (Cs2CO3), C(C)(C)(C)OC(=O)C1=CN=C(S1)Cl (t-butyl-2-chloro-1,3-thiazole-5-carboxylate). Run in CN(C)C=O (DMF). The product is C(C)(C)(C)OC(=O)C1=CN=C(S1)OC=1C=C(C2=C(B(OC2CC(=O)OCC)O)C1)C (2-(3-Ethoxycarbonylmethyl-1-hydroxy-4-methyl-1,3-dihydro-benzo[c][1,2]oxaborol-6-yloxy)-thiazole-5-carboxylic acid tert-butyl ester). The yield is 95.2%. As a reaction SMILES: [CH2:1]([O:3][C:4](=[O:18])[CH2:5][CH:6]1[O:10][B:9]([OH:11])[C:8]2[CH:12]=[C:13]([OH:17])[CH:14]=[C:15]([CH3:16])[C:7]1=2)[CH3:2].C([O-])([O-])=O.[Cs+].[Cs+].[C:25]([O:29][C:30]([C:32]1[S:36][C:35](Cl)=[N:34][CH:33]=1)=[O:31])([CH3:28])([CH3:27])[CH3:26].Cl>CN(C=O)C>[C:25]([O:29][C:30]([C:32]1[S:36][C:35]([O:17][C:13]2[CH:14]=[C:15]([CH3:16])[C:7]3[CH:6]([CH2:5][C:4]([O:3][CH2:1][CH3:2])=[O:18])[O:10][B:9]([OH:11])[C:8]=3[CH:12]=2)=[N:34][CH:33]=1)=[O:31])([CH3:28])([CH3:26])[CH3:27] |f:1.2.3|. Procedure details: To a solution of (1,6-dihydroxy-4-methyl-1,3-dihydro-benzo[c][1,2]oxaborol-3-yl)-acetic acid ethyl ester (2 g, 8 mmol), Cs2CO3 (7.82 g, 24 mmol) and t-butyl-2-chloro-1,3-thiazole-5-carboxylate (2.64 g, 12 mmol) in DMF (20 mL) was heated at 80° C. for 1 h. The reaction mixture was cooled down and acidified to pH 3 with 6N HCl, extracted with ethyl acetate and washed with water and brine. The organic layer was dried by Na2SO4 and concentrated. The residue was purified by column chromatography (sil... The reactants are C12(C(CC(CC1)C2(C)C)C(=O)Cl)C ((-)-Camphanoyl chloride), C(#N)C1=C(C=C(NC(C(CSC2=CC=CC=C2)(C(F)(F)F)O)=O)C=C1)C(F)(F)F (4-cyano-3-trifluoromethyl-N-(2-hydroxy-3-phenylthio-2-trifluoromethylpropionyl)aniline). Run in N1=CC=CC=C1 (pyridine). Reaction conditions: temperature 95 celsius. Product: C(#N)C1=C(C=C(NC(C(CSC2=CC=CC=C2)(C(F)(F)F)OC(=O)C2C3(CCC(C2)C3(C)C)C)=O)C=C1)C(F)(F)F (4-cyano-3-trifluoromethyl-N-[2-(-)-camphanoyloxy-3-phenylthio-2-trifluoromethylpropionyl)aniline). Reaction SMILES: [C:1]12([CH3:13])[C:7]([CH3:9])([CH3:8])[CH:4]([CH2:5][CH2:6]1)[CH2:3][CH:2]2[C:10](Cl)=[O:11].[C:14]([C:16]1[CH:38]=[CH:37][C:19]([NH:20][C:21](=[O:36])[C:22]([OH:35])([C:31]([F:34])([F:33])[F:32])[CH2:23][S:24][C:25]2[CH:30]=[CH:29][CH:28]=[CH:27][CH:26]=2)=[CH:18][C:17]=1[C:39]([F:42])([F:41])[F:40])#[N:15]>N1C=CC=CC=1>[C:14]([C:16]1[CH:38]=[CH:37][C:19]([NH:20][C:21](=[O:36])[C:22]([O:35][C:10]([CH:2]2[CH2:3][CH:4]3[C:7]([CH3:9])([CH3:8])[C:1]2([CH3:13])[CH2:6][CH2:5]3)=[O:11])([C:31]([F:32])([F:33])[F:34])[CH2:23][S:24][C:25]2[CH:26]=[CH:27][CH:28]=[CH:29][CH:30]=2)=[CH:18][C:17]=1[C:39]([F:41])([F:42])[F:40])#[N:15]. Procedure: (-)-Camphanoyl chloride (4.33 g.) was added portionwise during 5 minutes to a solution of 4-cyano-3-trifluoromethyl-N-(2-hydroxy-3-phenylthio-2-trifluoromethylpropionyl)aniline (5.8 g.) in pyridine (35 ml.) and the mixture was heated at 95° C. for 150 minutes and then evaporated to dryness. Toluene (50 ml.) was added and the mixture was again evaporated to dryness. The residue was dissolved in ethyl acetate (200 ml.) and the solution was washed with water (30 ml.) and then twice with saturated a... Starting materials: C(C)(=O)OC=1C=C2C=CNC2=CC1 (1H-indol-5-yl acetate), O (water), O1CCOCC1 (1,4-dioxane), Cl (hydrochloric acid), N(=O)[O-].[Na+] (sodium nitrite). Product: C(C)(=O)OC=1C=C2C(=NNC2=CC1)C=O (3-formyl-1H-indazol-5-yl acetate). Isolated yield 49.0%. As a reaction SMILES: C([O:4][C:5]1C=[C:7]2[C:11](=[CH:12][CH:13]=1)[NH:10]C=[CH:8]2)(=O)C.[OH2:14].[N:15]([O-])=O.[Na+].Cl.O1[CH2:25][CH2:24][O:23][CH2:22][CH2:21]1>>[C:24]([O:23][C:22]1[CH:21]=[C:12]2[C:11](=[CH:7][CH:8]=1)[NH:10][N:15]=[C:13]2[CH:5]=[O:4])(=[O:14])[CH3:25] |f:2.3|. Reported procedure: A solution of 1H-indol-5-yl acetate (0.175 g, 1.00 mmol) in 1,4-dioxane (10 mL) was added with water (120 mL), and the mixture was stirred at room temperature. The reaction mixture was added with sodium nitrite (0.690 g, 10.0 mmol), and the mixture was cooled to 0° C. The reaction mixture was added dropwise with 3 N hydrochloric acid (2.00 mL, 6.00 mmol) at 0° C., and then the mixture was stirred at room temperature for 3 hours. The reaction mixture was filtered, and then the filtrate was extrac... Starting materials: C(C)OC(CCCCC1=C(C=2N(N=C1C)C(=CC2)CC)C=2C=NC=C(C(=O)OCC1=CC=CC=C1)C2)=O (benzyl 5-[3-(5-ethoxy-5-oxopentyl)-7-ethyl-2-methylpyrrolo[1,2-b]pyridazin-4-yl]nicotinate), [H][H] (hydrogen). Reagents/catalysts: [Pd] (palladium on carbon). Run in CO (methanol). Product: C(C)OC(CCCCC1=C(C=2N(N=C1C)C(=CC2)CC)C=2C=NC=C(C(=O)O)C2)=O (5-[3-(5-ethoxy-5-oxopentyl)-7-ethyl-2-methylpyrrolo[1,2-b]pyridazin-4-yl]nicotinic acid). Isolated yield 100.6%. RXN SMILES: [CH2:1]([O:3][C:4](=[O:37])[CH2:5][CH2:6][CH2:7][CH2:8][C:9]1[C:14]([CH3:15])=[N:13][N:12]2[C:16]([CH2:19][CH3:20])=[CH:17][CH:18]=[C:11]2[C:10]=1[C:21]1[CH:22]=[N:23][CH:24]=[C:25]([CH:36]=1)[C:26]([O:28]CC1C=CC=CC=1)=[O:27])[CH3:2].[H][H]>[Pd].CO>[CH2:1]([O:3][C:4](=[O:37])[CH2:5][CH2:6][CH2:7][CH2:8][C:9]1[C:14]([CH3:15])=[N:13][N:12]2[C:16]([CH2:19][CH3:20])=[CH:17][CH:18]=[C:11]2[C:10]=1[C:21]1[CH:22]=[N:23][CH:24]=[C:25]([CH:36]=1)[C:26]([OH:28])=[O:27])[CH3:2]. Reported procedure: A mixture of benzyl 5-[3-(5-ethoxy-5-oxopentyl)-7-ethyl-2-methylpyrrolo[1,2-b]pyridazin-4-yl]nicotinate (330 mg) and 10% palladium on carbon (33 mg) in methanol (10 mL) was stirred under 4 atm hydrogen atmosphere at ambient temperature for 2 hours. The catalysts were filterred off and washed with chloroform. The filtrates were evaporated in vacuo to give 5-[3-(5-ethoxy-5-oxopentyl)-7-ethyl-2-methylpyrrolo[1,2-b]pyridazin-4-yl]nicotinic acid as yellow oil (272 mg) The product is BrC1=C(C(N(C(N1C)=O)CC1=CC(=C(C=C1)OC)OC)=O)C (6-bromo-3-(3,4-dimethoxybenzyl)-1,5-dimethylpyrimidine-2,4(1H,3H)-dione). Solvent: C(C)#N (acetonitrile). Procedure details: 1,8-Diazabicyclo[5.4.0]undec-7-ene (98%, 5.57 mL, 36.5 mmol) was added to a suspension of C2 (4.00 g, 18.3 mmol) and 4-(chloromethyl)-1,2-dimethoxybenzene (5.16 g, 27.6 mmol) in acetonitrile (80 mL), and the reaction mixture was heated at 60° C. for 18 hours. After removal of solvent in vacuo, the residue was purified via silica gel chromatography (Gradient: 25% to 50% ethyl acetate in heptane) to afford the product as a white solid. Yield: 5.70 g, 15.4 mmol, 84%. 1H NMR (400 MHz, CDCl3) δ 7.08-... Run at temperature 60 celsius. Starting materials: N12CCCCCC2=NCCC1 (1,8-Diazabicyclo[5.4.0]undec-7-ene), BrC1=C(C(NC(N1C)=O)=O)C (6-bromo-1,5-dimethylpyrimidine-2,4(1H,3H)-dione), ClCC1=CC(=C(C=C1)OC)OC (4-(chloromethyl)-1,2-dimethoxybenzene). As a reaction SMILES: N12CCCN=C1CCCCC2.[Br:12][C:13]1[N:18]([CH3:19])[C:17](=[O:20])[NH:16][C:15](=[O:21])[C:14]=1[CH3:22].Cl[CH2:24][C:25]1[CH:30]=[CH:29][C:28]([O:31][CH3:32])=[C:27]([O:33][CH3:34])[CH:26]=1>C(#N)C>[Br:12][C:13]1[N:18]([CH3:19])[C:17](=[O:20])[N:16]([CH2:24][C:25]2[CH:30]=[CH:29][C:28]([O:31][CH3:32])=[C:27]([O:33][CH3:34])[CH:26]=2)[C:15](=[O:21])[C:14]=1[CH3:22].